Task: describe an organic reaction: reactants, conditions, products, and yield. Dataset: the Open Reaction Database (ORD), a public repository of structured organic reaction records The reactants are C(C1=CC=CC=C1)N1C(=NC2=NC(=NC(=C12)N[C@@H](CO)CC1=CC=CC=C1)Cl)C1CCCC1 ((R)-7-Benzyl-2-chloro-8-cyclopentyl-6-(1-hydroxy-3-phenylpropan-2-ylamino)purine), S(=O)(Cl)Cl (thionyl chloride). Reaction conditions: temperature 60 celsius. The product is C(C1=CC=CC=C1)N1C(=NC=2N=C(N3C(C12)=N[C@@H](C3)CC3=CC=CC=C3)Cl)C3CCCC3 ((R)-1,8-Dibenzyl-5-chloro-2-cyclopentyl-7,8-dihydro-1H-imidazo[2,1-i]purine). The yield is 104.0%. Reaction SMILES: [CH2:1]([N:8]1[C:16]2[C:11](=[N:12][C:13]([Cl:28])=[N:14][C:15]=2[NH:17][C@H:18]([CH2:21][C:22]2[CH:27]=[CH:26][CH:25]=[CH:24][CH:23]=2)[CH2:19]O)[N:10]=[C:9]1[CH:29]1[CH2:33][CH2:32][CH2:31][CH2:30]1)[C:2]1[CH:7]=[CH:6][CH:5]=[CH:4][CH:3]=1.S(Cl)(Cl)=O>>[CH2:1]([N:8]1[C:16]2[C:15]3=[N:17][C@H:18]([CH2:21][C:22]4[CH:27]=[CH:26][CH:25]=[CH:24][CH:23]=4)[CH2:19][N:14]3[C:13]([Cl:28])=[N:12][C:11]=2[N:10]=[C:9]1[CH:29]1[CH2:33][CH2:32][CH2:31][CH2:30]1)[C:2]1[CH:7]=[CH:6][CH:5]=[CH:4][CH:3]=1. Reported procedure: To Compound C2 (1.87 g, 4.05 mmol) obtained in Reference Example 37 was added thionyl chloride (15.0 mL, 207 mmol, 51 equivalents) and the mixture was stirred with heating at 60° C. for 1 hour. The reaction solution was concentrated under reduced pressure, the solvent was azeotroped with toluene, to the residue were carefully added chloroform and saturated sodium hydrogen carbonate, and the mixture was stirred at room temperature for 30 minutes. The reaction mixture was extracted with chloroform... The reactants are N1(N=CN=C1)C[C@H]1C[C@H](CC1)N(C(=O)OC(C)(C)C)CC(=O)O ([(3R,1S)-3-(1H-1,2,4-Triazol-1-ylmethyl)cyclopentyl-N—BOC-amino]acetic acid), C1(=CC=C(C=C1)S(=O)(=O)O)C.F[C@H]1C[C@H](NC1)C#N ((2S,4S)-4-fluoropyrrolidine-2-carbonitrile p-toluenesulfonate). Product: N1(N=CN=C1)C[C@H]1C[C@H](CC1)N(C(=O)OC(C)(C)C)CC(=O)N1[C@@H](C[C@@H](C1)F)C#N ((2S,4S)-1-{2-[(3R,1S)-3-(1H-1,2,4-Triazol-1-ylmethyl)cyclopentyl-N—BOC-amino]acetyl}-4-fluoropyrrolidine-2-carbonitrile). Yield: 92.4%. RXN SMILES: [N:1]1([CH2:6][C@@H:7]2[CH2:11][CH2:10][C@H:9]([N:12]([CH2:20][C:21](O)=[O:22])[C:13]([O:15][C:16]([CH3:19])([CH3:18])[CH3:17])=[O:14])[CH2:8]2)[CH:5]=[N:4][CH:3]=[N:2]1.C1(C)C=CC(S(O)(=O)=O)=CC=1.[F:35][C@@H:36]1[CH2:40][NH:39][C@H:38]([C:41]#[N:42])[CH2:37]1>>[N:1]1([CH2:6][C@@H:7]2[CH2:11][CH2:10][C@H:9]([N:12]([CH2:20][C:21]([N:39]3[CH2:40][C@@H:36]([F:35])[CH2:37][C@H:38]3[C:41]#[N:42])=[O:22])[C:13]([O:15][C:16]([CH3:17])([CH3:19])[CH3:18])=[O:14])[CH2:8]2)[CH:5]=[N:4][CH:3]=[N:2]1 |f:1.2|. Reported procedure: This compound was prepared from [(3R,1S)-3-(1H-1,2,4-Triazol-1-ylmethyl)cyclopentyl-N—BOC-amino]acetic acid (50 g, 154.14 mmol) and (2S,4S)-4-fluoropyrrolidine-2-carbonitrile p-toluenesulfonate (52.96 g, 184.96 mmol) as described in the preparation of its enantiomer (Method C) to give 59.9 g of the product as a white solid; 1H NMR (300 MHz, CDCl3) δ 1.22-1.36 (m, 2H), 1.44 (s, 9H), 1.62-1.81 (m, 2H), 1.88-2.04 (m, 3H), 2.22-2.27 (m, 1H), 2.34-2.49 (m, 1H), 2.62-2.77 (m, 1H), 3.69-4.01 (m, 3H), 4... The reactants are C(C)(C)C1=C(OC2=CC=C(C=C3C(N=C(S3)SC)=O)C=C2)C=CC=C1 (5-[4-(2-Isopropyl-phenoxy)-benzylidene]-2-methylsulfanyl-thiazol-4-one), N1CC(C1)C(=O)O (azetidine-3-carboxylic acid). Reported procedure: was prepared from 5-[4-(2-Isopropyl-phenoxy)-benzylidene]-2-methylsulfanyl-thiazol-4-one and azetidine-3-carboxylic acid and substituting MeCN with DMF as described in Example 5C Product: C(C)(C)C1=C(OC2=CC=C(C=C3C(N=C(S3)N3CC(C3)C(=O)O)=O)C=C2)C=CC=C1 (1-{5-[4-(2-Isopropyl-phenoxy)-benzylidene]-4-oxo-4,5-dihydro-thiazol-2-yl}-azetidine-3-carboxylic acid). RXN SMILES: [CH:1]([C:4]1[CH:25]=[CH:24][CH:23]=[CH:22][C:5]=1[O:6][C:7]1[CH:21]=[CH:20][C:10]([CH:11]=[C:12]2[S:16][C:15](SC)=[N:14][C:13]2=[O:19])=[CH:9][CH:8]=1)([CH3:3])[CH3:2].[NH:26]1[CH2:29][CH:28]([C:30]([OH:32])=[O:31])[CH2:27]1>CN(C=O)C>[CH:1]([C:4]1[CH:25]=[CH:24][CH:23]=[CH:22][C:5]=1[O:6][C:7]1[CH:21]=[CH:20][C:10]([CH:11]=[C:12]2[S:16][C:15]([N:26]3[CH2:29][CH:28]([C:30]([OH:32])=[O:31])[CH2:27]3)=[N:14][C:13]2=[O:19])=[CH:9][CH:8]=1)([CH3:3])[CH3:2]. Solvent: CN(C)C=O (DMF). Starting materials: [Br-], O=c1[nH]ncc(Br)c1Br, O=C([O-])[O-], COc1ccc(CCl)cc1, CCCC[N+](CCCC)(CCCC)CCCC, CC#N, [K+], [K+]. The product is COc1ccc(Cn2ncc(Br)c(Br)c2=O)cc1. Reaction SMILES: [Br-:26].[Br:1][c:2]1[c:3](=[O:9])[nH:4][n:5][cH:6][c:7]1[Br:8].[C:10](=[O:11])([O-:12])[O-:13].[CH3:16][O:17][c:18]1[cH:19][cH:20][c:21]([CH2:22][Cl:23])[cH:24][cH:25]1.[CH3:27][CH2:28][CH2:29][CH2:30][N+:31]([CH2:32][CH2:33][CH2:34][CH3:35])([CH2:36][CH2:37][CH2:38][CH3:39])[CH2:40][CH2:41][CH2:42][CH3:43].[CH3:44][C:45]#[N:46].[K+:14].[K+:15]>>[Br:1][c:2]1[c:3](=[O:9])[n:4]([CH2:22][c:21]2[cH:20][cH:19][c:18]([O:17][CH3:16])[cH:25][cH:24]2)[n:5][cH:6][c:7]1[Br:8]. Reactants: C(C)(C)(C)C1=C(C=C(C(=O)OC)C=C1)C(=C)C (Methyl 4-tert-butyl-3-(prop-1-en-2-yl)benzoate). Reagents/catalysts: [OH-].[OH-].[Pd+2] (Pd(OH)2/C). Run in CCO.CCOC(=O)C (EtOH EtOAc). Conditions: time 8 day. The product is C(C)(C)(C)C1=C(C=C(C(=O)OC)C=C1)C(C)C (Methyl 4-tert-butyl-3-isopropylbenzoate). Isolated yield 85.9%. As a reaction SMILES: [C:1]([C:5]1[CH:14]=[CH:13][C:8]([C:9]([O:11][CH3:12])=[O:10])=[CH:7][C:6]=1[C:15]([CH3:17])=[CH2:16])([CH3:4])([CH3:3])[CH3:2]>CCO.CCOC(C)=O.[OH-].[OH-].[Pd+2]>[C:1]([C:5]1[CH:14]=[CH:13][C:8]([C:9]([O:11][CH3:12])=[O:10])=[CH:7][C:6]=1[CH:15]([CH3:17])[CH3:16])([CH3:4])([CH3:3])[CH3:2] |f:1.2,3.4.5|. Reported procedure: To the ester 26.2 (167 mg, 0.72 mmol) in EtOH/EtOAc (1/1, v/v, 3.00 mL), was added Pd(OH)2/C (10 mg). The mixture was placed under an atmosphere of hydrogen and stirred for 8 days. The resulting mixture was filtered through Celite and concentrated in vacuo to give a clear oil (145 mg, 86%). The crude product (26.3) was used in the next step without further purification. Reactants: ClC1=NC(=CC=C1[N+](=O)[O-])Cl (2,6-dichloro-3-nitropyridine), CO3, CO (methanol). Product: ClC1=NC(=C(C=C1)[N+](=O)[O-])OC (2-chloro-6-methoxy-5-nitropyridine), ClC1=NC(=CC=C1[N+](=O)[O-])OC (2-chloro-6-methoxy-3-nitropyridine). Yield: 100.0%. As a reaction SMILES: [Cl:1][C:2]1[C:7]([N+:8]([O-:10])=[O:9])=[CH:6][CH:5]=[C:4]([Cl:11])[N:3]=1.[CH3:12][OH:13]>>[Cl:11][C:4]1[CH:5]=[CH:6][C:7]([N+:8]([O-:10])=[O:9])=[C:2]([O:13][CH3:12])[N:3]=1.[Cl:1][C:2]1[C:7]([N+:8]([O-:10])=[O:9])=[CH:6][CH:5]=[C:4]([O:13][CH3:12])[N:3]=1. Procedure: A slurry of 2,6-dichloro-3-nitropyridine (92%, 9.9 g, 47 mmol) and K2 CO3 powder (6.5 g, 47 mmol) in methanol (100 mL) was stirred for a week at RT. The reaction was filtered and concentrated. The residue was partitioned in ethyl acetate and 60% sat. aq. NaHCO3. The organic solution was washed with 60% sat. aq. NaHCO3(2×), H2O, then sat. aq. NaCl, dried (MgSO4) and concentrated to afford 2-chloro-6-methoxy-5-nitropyridine and 2-chloro-6-methoxy-3-nitropyridine (8.9 g, 100%) as a light yellow sol... Starting materials: [N+](=O)([O-])C1=NN2C(CNCC2)=C1 (2-Nitro-4,5,6,7-tetrahydropyrazolo[1,5-a]pyrazine), C(=O)([O-])[O-].[K+].[K+] (K2CO3), BrCCOC (1-bromo-2-methoxyethane). Run in C(C)#N (acetonitrile). Conditions: temperature 80 celsius. The product is COCCN1CC=2N(CC1)N=C(C2)[N+](=O)[O-] (5-(2-Methoxyethyl)-2-nitro-4,5,6,7-tetrahydropyrazolo[1,5-a]pyrazine). As a reaction SMILES: [N+:1]([C:4]1[CH:12]=[C:7]2[CH2:8][NH:9][CH2:10][CH2:11][N:6]2[N:5]=1)([O-:3])=[O:2].C([O-])([O-])=O.[K+].[K+].Br[CH2:20][CH2:21][O:22][CH3:23]>C(#N)C>[CH3:23][O:22][CH2:21][CH2:20][N:9]1[CH2:10][CH2:11][N:6]2[N:5]=[C:4]([N+:1]([O-:3])=[O:2])[CH:12]=[C:7]2[CH2:8]1 |f:1.2.3|. Reported procedure: To a solution of 2-nitro-4,5,6,7-tetrahydropyrazolo[1,5-a]pyrazine 124d (190 mg, 1.13 mmol) in acetonitrile (10 mL) was added K2CO3 (311.9 mg, 2.26 mmol) and 1-bromo-2-methoxyethane (188.3 mg, 1.36 mmol). The reaction mixture was heated at 80° C. for 17 h under microwave irradiation. Analysis of the reaction mixture by LCMS showed complete conversion to the desired product. The mixture was cooled to room temperature and filtered. The filtrate was concentrated under reduced pressure to afford 133... Reactants: C1(=CC=CC=C1)[C@@H](C)NC(=O)[C@@H]1CC[C@H](CC1)NC(OC(C)(C)C)=O (tert-Butyl trans-4-((R)-1-phenylethylcarbamoyl)cyclohexylcarbamate), C1(=CC=CC=C1)[C@@H](C)NC(=O)[C@@H]1CC[C@H](CC1)NC(OC(C)(C)C)=O (tert-Butyl trans-4-((R)-1-phenylethylcarbamoyl)cyclohexylcarbamate), C(Cl)Cl (DCM). Solvent: C(=O)(C(F)(F)F)O (TFA). Run at time 45 minute. Product: Cl.N[C@@H]1CC[C@H](CC1)C(=O)N[C@H](C)C1=CC=CC=C1 (Trans-4-Amino-N—((R)-1-phenylethyl)cyclohexanecarboxamide hydrochloride). RXN SMILES: [C:1]1([C@H:7]([NH:9][C:10]([C@H:12]2[CH2:17][CH2:16][C@H:15]([NH:18]C(=O)OC(C)(C)C)[CH2:14][CH2:13]2)=[O:11])[CH3:8])[CH:6]=[CH:5][CH:4]=[CH:3][CH:2]=1.C(Cl)[Cl:27]>C(O)(C(F)(F)F)=O>[ClH:27].[NH2:18][C@H:15]1[CH2:16][CH2:17][C@H:12]([C:10]([NH:9][C@@H:7]([C:1]2[CH:2]=[CH:3][CH:4]=[CH:5][CH:6]=2)[CH3:8])=[O:11])[CH2:13][CH2:14]1 |f:3.4|. Procedure details: tert-Butyl trans-4-((R)-1-phenylethylcarbamoyl)cyclohexylcarbamate (Intermediate 41, 5.2 g) was dissolved in DCM (50 mL) to which TFA was added. The resulting mixture was stirred for 45 min at room temperature. LC-MS of material showed one major peak which corresponded to desired product. The reaction mixture was then concentrated to give a clear oil. The oil was then dissolved in diethyl ether (200 mL) to which HCl (2M solution in ether) (20 mL) was added. The resulting mixture was stirred at r... The reactants are ClC1=C(C(=NC=C1)N1N=CC=2C=3CCCCC3SC2C1=O)C=O (4-Chloro-2-{6-oxo-8-thia-4,5-diazatricyclo[7.4.0.02,7]trideca-1(9),2(7),3-trien-5-yl}pyridine-3-carbaldehyde), CN1C(C(=CC(=C1)B1OC(C(O1)(C)C)(C)C)NC1=NN2C(CN(CC2)C)=C1)=O (1-Methyl-3-(5-methyl-4,5,6,7-tetrahydropyrazolo[1,5-a]pyrazin-2-ylamino)-5-(4,4,5,5-tetramethyl-1,3,2-dioxaborolan-2-yl)pyridin-2(1H)-one), [O-]P(=O)([O-])[O-].[K+].[K+].[K+] (K3PO4), O.O.O.C(C)(=O)[O-].[Na+] (sodium acetate trihydrate). The reagents and catalysts are O (water), C1=CC=C(C=C1)P([C-]2C=CC=C2)C3=CC=CC=C3.C1=CC=C(C=C1)P([C-]2C=CC=C2)C3=CC=CC=C3.Cl[Pd]Cl.[Fe+2] (Pd(dppf)Cl2). Run in C(C)#N (acetonitrile). Reaction conditions: temperature 100 celsius. The product is CN1C=C(C=C(C1=O)NC1=NN2C(CN(CC2)C)=C1)C1=C(C(=NC=C1)N1N=CC=2C=3CCCCC3SC2C1=O)C=O (4-[1-Methyl-5-({5-methyl-4H,5H,6H,7H-pyrazolo[1,5-a]pyrazin-2-yl}amino)-6-oxo-1,6-dihydropyridin-3-yl]-2-{6-oxo-8-thia-4,5-diazatricyclo[7.4.0.02,7]trideca-1(9), 2(7),3-trien-5-yl}pyridine-3-carbaldehyde). Yield: 87.9%. Reaction SMILES: Cl[C:2]1[CH:7]=[CH:6][N:5]=[C:4]([N:8]2[C:20](=[O:21])[C:19]3[S:18][C:17]4[CH2:16][CH2:15][CH2:14][CH2:13][C:12]=4[C:11]=3[CH:10]=[N:9]2)[C:3]=1[CH:22]=[O:23].[CH3:24][N:25]1[CH:30]=[C:29](B2OC(C)(C)C(C)(C)O2)[CH:28]=[C:27]([NH:40][C:41]2[CH:50]=[C:44]3[CH2:45][N:46]([CH3:49])[CH2:47][CH2:48][N:43]3[N:42]=2)[C:26]1=[O:51].[O-]P([O-])([O-])=O.[K+].[K+].[K+].O.O.O.C([O-])(=O)C.[Na+]>O.C1C=CC(P(C2C=CC=CC=2)[C-]2C=CC=C2)=CC=1.C1C=CC(P(C2C=CC=CC=2)[C-]2C=CC=C2)=CC=1.Cl[Pd]Cl.[Fe+2].C(#N)C>[CH3:24][N:25]1[C:26](=[O:51])[C:27]([NH:40][C:41]2[CH:50]=[C:44]3[CH2:45][N:46]([CH3:49])[CH2:47][CH2:48][N:43]3[N:42]=2)=[CH:28][C:29]([C:2]2[CH:7]=[CH:6][N:5]=[C:4]([N:8]3[C:20](=[O:21])[C:19]4[S:18][C:17]5[CH2:16][CH2:15][CH2:14][CH2:13][C:12]=5[C:11]=4[CH:10]=[N:9]3)[C:3]=2[CH:22]=[O:23])=[CH:30]1 |f:2.3.4.5,6.7.8.9.10,12.13.14.15|. Procedure: A 100-mL single-neck round-bottomed flask equipped with a reflux condenser was charged with 4-chloro-2-{6-oxo-8-thia-4,5-diazatricyclo[7.4.0.02,7]trideca-1(9),2(7),3-trien-5-yl}pyridine-3-carbaldehyde 124a (210 mg, 0.60 mmol), 1-methyl-3-(5-methyl-4,5,6,7-tetrahydropyrazolo[1,5-a]pyrazin-2-ylamino)-5-(4,4,5,5-tetra-methyl-1,3,2-dioxaborolan-2-yl)pyridin-2(1H)-one 135a (346 mg, 0.90 mmol), Pd(dppf)Cl2 (30 mg, 0.030 mmol), K3PO4 (270 mg, 1.2 mmol), sodium acetate trihydrate (180 mg, 1.2 mmol), wat... Starting materials: COC=1C(=CC2=C(CCC(CC2)=O)C1)[N+](=O)[O-] (2-methoxy-3-nitro-5,6,8,9-tetrahydrobenzocyclohepten-7-one), COCCN (2-methoxyethylamine). The product is COCCNC1CCC2=C(CC1)C=C(C(=C2)[N+](=O)[O-])OC ((2-Methoxyethyl)-(2-methoxy-3-nitro-6,7,8,9-tetrahydro-5H-benzocyclohepten-7-yl)amine). Reaction SMILES: [CH3:1][O:2][C:3]1[C:4]([N+:15]([O-:17])=[O:16])=[CH:5][C:6]2[CH2:12][CH2:11][C:10](=O)[CH2:9][CH2:8][C:7]=2[CH:14]=1.[CH3:18][O:19][CH2:20][CH2:21][NH2:22]>>[CH3:18][O:19][CH2:20][CH2:21][NH:22][CH:10]1[CH2:9][CH2:8][C:7]2[CH:14]=[C:3]([O:2][CH3:1])[C:4]([N+:15]([O-:17])=[O:16])=[CH:5][C:6]=2[CH2:12][CH2:11]1. Procedure details: (2-Methoxyethyl)-(2-methoxy-3-nitro-6,7,8,9-tetrahydro-5H-benzocyclohepten-7-yl)amine was prepared from 2-methoxy-3-nitro-5,6,8,9-tetrahydrobenzocyclohepten-7-one and 2-methoxyethylamine in a analogous manner to Example 881a. Product was isolated as a brown film. 1H NMR (400 MHz, CDCl3) δ 7.67 (s, 1H), 6.83 (s, 1H), 3.94 (s, 3H), 3.53 (t, 1H, J=14 Hz), 3.37 (s, 6H), 2.83-2.92 (m, 5H), 2.71 (m, 2H), 2.12 (m, 2H), 1.39 (m, 2H).